Dataset: the Open Reaction Database (ORD), a public repository of structured organic reaction records. Task: describe an organic reaction: reactants, conditions, products, and yield Reactants: [NH4+].[Cl-] (NH4Cl), Cl.N1=CC=C(C=C1)CC#N (pyridin-4-ylacetonitrile hydrochloride), CN(C)C=O (DMF), BrCCCCCBr (1,5-dibromopentane), [H-].[Na+] (sodium hydride). Conditions: temperature 0 celsius, time 30 minute. Yields the product Cl.N1CCC(CC1)C1(CCCCC1)C(=O)N (1-(Piperidin-4-yl)cyclohexanecarboxamide Hydrochloride). Reaction SMILES: [ClH:1].[N:2]1[CH:7]=[CH:6][C:5]([CH2:8][C:9]#[N:10])=[CH:4][CH:3]=1.[H-].[Na+].Br[CH2:14][CH2:15][CH2:16][CH2:17][CH2:18]Br.[NH4+].[Cl-].CN(C=[O:26])C>>[ClH:1].[NH:2]1[CH2:7][CH2:6][CH:5]([C:8]2([C:9]([NH2:10])=[O:26])[CH2:18][CH2:17][CH2:16][CH2:15][CH2:14]2)[CH2:4][CH2:3]1 |f:0.1,2.3,5.6,8.9|. Procedure: A mixture of 3 g of pyridin-4-ylacetonitrile hydrochloride in 50 ml of DMF is cooled to 0° C., 2.6 g of 60% sodium hydride in oil are added in small portions and the mixture is left stirring for 1 hour 30 minutes at RT. The reaction mixture is cooled on an ice bath, 2.7 ml of 1,5-dibromopentane are added dropwise and the mixture is left stirring for 48 hours at RT. The reaction mixture is poured over a saturated NH4Cl solution, extracted with ether, the organic phase washed three times with wate... The reactants are C, CCOC(C)=O, CCO, Cn1c(C(F)(F)F)cc(=O)n(-c2cc(Oc3cccc(OCc4ccccc4)c3)c(Cl)cc2F)c1=O, [Pd]. Product: Cn1c(C(F)(F)F)cc(=O)n(-c2cc(Oc3cccc(O)c3)c(Cl)cc2F)c1=O. As a reaction SMILES: [C:43].[CH3:37][CH2:38][O:39][C:40](=[O:41])[CH3:42].[CH3:45][CH2:46][OH:47].[Cl:1][c:2]1[c:3]([O:4][c:5]2[cH:6][c:7]([O:8][CH2:9][c:10]3[cH:11][cH:12][cH:13][cH:14][cH:15]3)[cH:16][cH:17][cH:18]2)[cH:19][c:20](-[n:24]2[c:25](=[O:36])[n:26]([CH3:35])[c:27]([C:31]([F:32])([F:33])[F:34])[cH:28][c:29]2=[O:30])[c:21]([F:23])[cH:22]1.[Pd:44]>>[Cl:1][c:2]1[c:3]([O:4][c:5]2[cH:6][c:7]([OH:8])[cH:16][cH:17][cH:18]2)[cH:19][c:20](-[n:24]2[c:25](=[O:36])[n:26]([CH3:35])[c:27]([C:31]([F:32])([F:33])[F:34])[cH:28][c:29]2=[O:30])[c:21]([F:23])[cH:22]1. Reactants: ClC1=CC(=C(C=C1)C)OC (4-chloro-2-methoxytoluene), BrN1C(CCC1=O)=O (N-bromosuccinimide), C(C1=CC=CC=C1)(=O)OOC(C1=CC=CC=C1)=O (dibenzoyl peroxide). Solvent: C(Cl)(Cl)(Cl)Cl (carbon tetrachloride). Product: ClC1=CC(=C(CBr)C=C1)OC (4-chloro-2-methoxybenzyl bromide). RXN SMILES: [Cl:1][C:2]1[CH:7]=[CH:6][C:5]([CH3:8])=[C:4]([O:9][CH3:10])[CH:3]=1.[Br:11]N1C(=O)CCC1=O.C(OOC(=O)C1C=CC=CC=1)(=O)C1C=CC=CC=1>C(Cl)(Cl)(Cl)Cl>[Cl:1][C:2]1[CH:7]=[CH:6][C:5]([CH2:8][Br:11])=[C:4]([O:9][CH3:10])[CH:3]=1. Procedure details: Bromination of 4-chloro-2-methoxytoluene by means of N-bromosuccinimide in boiling carbon tetrachloride in the presence of dibenzoyl peroxide produces 4-chloro-2-methoxybenzyl bromide as a colourless liquid which has a boiling point of 140°-145° C./13 mm Hg. Reaction of this compound with triethyl phosphite in boiling xylene turns it into diethyl 4-chloro-2-methoxybenzylphosphonate; this is a colourless, viscous liquid which has a boiling point of 132° C./0.1 mm Hg. Reactants: N1(CCOCC1)CCNC1=CC=C(C=C1)N (N-(2-Morpholin-4-yl-ethyl)-benzene-1,4-diamine), OC=C1C(NC2=CC(=CC=C12)C(=O)C=1C=C(C=CC1)NC(=O)C=1N(N=C(C1)C)C)=O (2,5-Dimethyl-2H-pyrazole-3-carboxylic acid [3-(3-hydroxymethylene-2-oxo-2,3-dihydro-1H-indole-6-carbonyl)-phenyl]-amide). The solvent is C1CCOC1 (THF), Hexanes. Reaction conditions: temperature 65 celsius, time 24 hour. Product: N1(CCOCC1)CCNC1=CC=C(C=C1)NC=C1C(NC2=CC(=CC=C12)C(=O)C=1C=C(C=CC1)NC(=O)C=1N(N=C(C1)C)C)=O (2,5-Dimethyl-2H-pyrazole-3-carboxylic acid [3-(3-{[4-(2-morpholin-4-yl-ethylamino)-phenylamino]-methylene}-2-oxo-2,3-dihydro-1H-indole-6-carbonyl)-phenyl]-amide). The yield is 45.0%. RXN SMILES: O[CH:2]=[C:3]1[C:11]2[C:6](=[CH:7][C:8]([C:12]([C:14]3[CH:15]=[C:16]([NH:20][C:21]([C:23]4[N:24]([CH3:29])[N:25]=[C:26]([CH3:28])[CH:27]=4)=[O:22])[CH:17]=[CH:18][CH:19]=3)=[O:13])=[CH:9][CH:10]=2)[NH:5][C:4]1=[O:30].[N:31]1([CH2:37][CH2:38][NH:39][C:40]2[CH:45]=[CH:44][C:43]([NH2:46])=[CH:42][CH:41]=2)[CH2:36][CH2:35][O:34][CH2:33][CH2:32]1>C1COCC1>[N:31]1([CH2:37][CH2:38][NH:39][C:40]2[CH:45]=[CH:44][C:43]([NH:46][CH:2]=[C:3]3[C:11]4[C:6](=[CH:7][C:8]([C:12]([C:14]5[CH:15]=[C:16]([NH:20][C:21]([C:23]6[N:24]([CH3:29])[N:25]=[C:26]([CH3:28])[CH:27]=6)=[O:22])[CH:17]=[CH:18][CH:19]=5)=[O:13])=[CH:9][CH:10]=4)[NH:5][C:4]3=[O:30])=[CH:42][CH:41]=2)[CH2:36][CH2:35][O:34][CH2:33][CH2:32]1. Procedure details: A small screw cap test tube was charged with 2,5-Dimethyl-2H-pyrazole-3-carboxylic acid [3-(3-hydroxymethylene-2-oxo-2,3-dihydro-1H-indole-6-carbonyl)-phenyl]-amide (as prepared in Example 60, 100 mg, 0.249 mmol) and THF (2.5 mL). To the resulting solution was added N-(2-Morpholin-4-yl-ethyl)-benzene-1,4-diamine (prepared below, 77.1 mg, 0.348 mmol), and the mixture was stirred for 24 h at 65° C. The reaction mixture was cooled to room temperature and then diluted with Hexanes (˜40 mL). The blac... The reactants are Cl (HCl), [BH-](OC(=O)C)(OC(=O)C)OC(=O)C.[Na+] (NaB(OAc)3H), N1CCCC1 (pyrrolidine), COC1=CC=C(C=O)C=C1O (4-methoxy-5-hydroxybenzaldehyde). Solvent: C(Cl)Cl (CH2Cl2). The product is COC1=C(C=C(C=C1)CN1CCCC1)O (2-Methoxy-5-(pyrrolidin-1-ylmethyl)phenol). Isolated yield 84.9%. RXN SMILES: [BH-](OC(C)=O)(OC(C)=O)OC(C)=O.[Na+].[NH:15]1[CH2:19][CH2:18][CH2:17][CH2:16]1.[CH3:20][O:21][C:22]1[C:29]([OH:30])=[CH:28][C:25]([CH:26]=O)=[CH:24][CH:23]=1.Cl>C(Cl)Cl>[CH3:20][O:21][C:22]1[CH:23]=[CH:24][C:25]([CH2:26][N:15]2[CH2:19][CH2:18][CH2:17][CH2:16]2)=[CH:28][C:29]=1[OH:30] |f:0.1|. Procedure: NaB(OAc)3H (32 g, 0.15 mol) was added in portions for 15 min to a mixture of pyrrolidine (9.1 mL, 0.11 mol) and 4-methoxy-5-hydroxybenzaldehyde (15.2 g, 0.1 mol) in CH2Cl2 (100 mL) under vigorous stirring and cooling with an ice bath in an atmosphere of argon Ar. The mixture was stirred for 20 h and cooled with an ice bath. Concentrated HCl (21 mL) was added. The organic layer was separated and discarded. The aqueous one was alkalized with K2CO3 to pH 9 (60 mL) and extracted with chloroform (3×1... Reactants: C(=O)([O-])[O-].[K+].[K+] (K2CO3), ice water, CC(C)([O-])C.[K+] (Potassium tertbutoxide), C12C(C3CC(CC(C1)C3)C2)C(=O)C2=CC(=CC=C2)OC (3-methoxyphenyl adamant-2-yl ketone), S(=O)(=O)(OC)OC (Dimethyl sulfate), S(=O)(=O)(OC)OC (dimethyl sulfate), enol ether. The solvent is CCCCCC (hexane). Run at time 5 minute. The product is COC12C(C3CC(CC(C1)C3)C2)=CC2=CC(=CC=C2)OC (Methoxy[3-methoxyphenyl)methylene adamantane). As a reaction SMILES: C[C:2](C)([O-:4])C.[K+].S(OC)(OC)(=O)=O.C([O-])([O-])=O.[K+].[K+].[CH:20]12[CH2:29][CH:24]3[CH2:25][CH:26]([CH2:28][CH:22]([CH2:23]3)[CH:21]1[C:30]([C:32]1[CH:37]=[CH:36][CH:35]=[C:34]([O:38][CH3:39])[CH:33]=1)=O)[CH2:27]2>CCCCCC>[CH3:2][O:4][C:20]12[CH2:27][CH:26]3[CH2:25][CH:24]([CH2:23][CH:22]([CH2:28]3)[C:21]1=[CH:30][C:32]1[CH:37]=[CH:36][CH:35]=[C:34]([O:38][CH3:39])[CH:33]=1)[CH2:29]2 |f:0.1,3.4.5|. Reported procedure: A quantity (11.3 g, 0.042 mol) of 3-methoxyphenyl adamant-2-yl ketone obtained according to Example 1 was suspended in 90 ml of molecular sieve-dried (3 Å) dimethylsulfoxide (DMSO). Heat was applied to dissolve the suspended solid. Upon cooling to room temperature with stirring, a fine suspension was formed. Potassium tertbutoxide (8.5 g, 0.070 mol) was added under an argon atmosphere. After 5 minutes, a nearly homogenous orange solution resulted, which was placed in a water bath at 50° C. Dimet...